Dataset: the Open Reaction Database (ORD), a public repository of structured organic reaction records. Task: describe an organic reaction: reactants, conditions, products, and yield Starting materials: C(C)(=O)NC1(CCN(CC1)CC1=CC=CC=C1)C1=CC=CC=C1 (4-Acetamido-1-benzyl-4-phenylpiperidine), Cl (HCl). Product: Cl.Cl.NC1(CCN(CC1)CC1=CC=CC=C1)C1=CC=CC=C1 (4-Amino-1-benzyl-4-phenylpiperidine dihydrochloride). RXN SMILES: C([NH:4][C:5]1([C:18]2[CH:23]=[CH:22][CH:21]=[CH:20][CH:19]=2)[CH2:10][CH2:9][N:8]([CH2:11][C:12]2[CH:17]=[CH:16][CH:15]=[CH:14][CH:13]=2)[CH2:7][CH2:6]1)(=O)C.[ClH:24]>>[ClH:24].[ClH:24].[NH2:4][C:5]1([C:18]2[CH:23]=[CH:22][CH:21]=[CH:20][CH:19]=2)[CH2:10][CH2:9][N:8]([CH2:11][C:12]2[CH:17]=[CH:16][CH:15]=[CH:14][CH:13]=2)[CH2:7][CH2:6]1 |f:2.3.4|. Reported procedure: The compound prepared in stage B is hydrolyzed by refluxing for 3 hours in 6N HCl. After evaporation to dryness, the residue is dissolved in methanol, crystallized by addition of acetone, filtered and dried to give the expected compound.